From a dataset of the Open Reaction Database (ORD), a public repository of structured organic reaction records. describe an organic reaction: reactants, conditions, products, and yield Starting materials: FC1=C(C=CC=C1)S(=O)(=O)OC(C)C (Isopropyl 2-fluorobenzenesulfonate), IC (iodomethane), FC1=C(C(=CC=C1)C)S(=O)(=O)OC(C)C (isopropyl 2-fluoro-6-methylbenzenesulfonate), FC1=C(C=CC=C1)S(=O)(=O)Cl (2-fluorobenzenesulfonyl chloride), C(CCC)[Li] (butyl lithium). Product: FC1=C(C=CC=C1C)S(=O)(=O)OC(C)C (isopropyl 2-fluoro-3-methylbenzenesulfonate). RXN SMILES: [F:1][C:2]1[CH:7]=[CH:6][CH:5]=[CH:4][C:3]=1[S:8]([O:11][CH:12]([CH3:14])[CH3:13])(=[O:10])=[O:9].F[C:16]1C=CC=CC=1S(Cl)(=O)=O.C([Li])CCC.IC.FC1C=CC=C(C)C=1S(OC(C)C)(=O)=O>>[F:1][C:2]1[C:7]([CH3:16])=[CH:6][CH:5]=[CH:4][C:3]=1[S:8]([O:11][CH:12]([CH3:14])[CH3:13])(=[O:9])=[O:10]. Reported procedure: Isopropyl 2-fluorobenzenesulfonate was made from 2-fluorobenzenesulfonyl chloride and treated first with butyl lithium and then with iodomethane in a manner analogous to that set forth above in Example to yield isopropyl 2-fluoro-6-methylbenzenesulfonate (formed as a 2:1 mixture with isopropyl 2-fluoro-3-methylbenzenesulfonate as the minor isomer). Reactants: final mixture, C1(C=2C(C(N1CC#N)=O)=CC=CC2)=O (2-Phthalimidoacetonitrile), CC(C)(CC(CCC)C)O (2,4-dimethylheptan-2-ol), S(O)(O)(=O)=O (sulphuric acid), ice. Run in C(C)(=O)O (acetic acid). Yields the product C1(C=2C(C(N1CC(=O)NC(CC(CCC)C)(C)C)=O)=CC=CC2)=O (2-phthalimido-N-(1,1,3-trimethylhexyl)acetamide). As a reaction SMILES: [C:1]1(=[O:14])[N:5]([CH2:6][C:7]#[N:8])[C:4](=[O:9])[C:3]2=[CH:10][CH:11]=[CH:12][CH:13]=[C:2]12.[CH3:15][C:16](O)([CH2:18][CH:19]([CH3:23])[CH2:20][CH2:21][CH3:22])[CH3:17].S(=O)(=O)(O)[OH:26]>C(O)(=O)C>[C:4]1(=[O:9])[N:5]([CH2:6][C:7]([NH:8][C:16]([CH3:17])([CH3:15])[CH2:18][CH:19]([CH3:23])[CH2:20][CH2:21][CH3:22])=[O:26])[C:1](=[O:14])[C:2]2=[CH:13][CH:12]=[CH:11][CH:10]=[C:3]12. Procedure details: 2-Phthalimidoacetonitrile (3.85 g) was dissolved in glacial acetic acid at 70° and 2,4-dimethylheptan-2-ol (3 g) was added; followed dropwise by conc. sulphuric acid (2.8 ml) the temperature being maintained between 65° and 70°. The final mixture was stirred for 15 minutes and then added slowly to ice cold water (150 ml). The resulting solid was collected, washed with water and dried in vacuo. It was dissolved in hot benzene, a little insoluble material filtered off and light petroleum (b.p. 40°... Starting materials: Cl.O=C(CCC(=O)O)C=1SC=CC1 (4-oxo-4-(thien-2-yl)butanoic acid hydrochloride), C(C1=CC=CC=C1)[C@@H]1C[C@H](NC1)C(=O)NC1=CC=C(C=C1)OC1=CC=C(C=C1)F ((2S,4R)-4-benzyl-N-(4-(4-fluorophenoxy)phenyl)pyrrolidine-2-carboxamide). The product is Compound 91, C(C1=CC=CC=C1)[C@@H]1C[C@H](N(C1)C(CCC(C=1SC=CC1)=O)=O)C(=O)NC1=CC=C(C=C1)OC1=CC=C(C=C1)F ((2S,4R)-4-benzyl-N-(4-(4-fluorophenoxy)phenyl)-1-(4-oxo-4-(thien-2-yl)butanoyl)pyrrolidine-2-carboxamide). Yield: 32.3%. Reaction SMILES: Cl.[O:2]=[C:3]([C:9]1[S:10][CH:11]=[CH:12][CH:13]=1)[CH2:4][CH2:5][C:6]([OH:8])=O.[CH2:14]([C@H:21]1[CH2:25][NH:24][C@H:23]([C:26]([NH:28][C:29]2[CH:34]=[CH:33][C:32]([O:35][C:36]3[CH:41]=[CH:40][C:39]([F:42])=[CH:38][CH:37]=3)=[CH:31][CH:30]=2)=[O:27])[CH2:22]1)[C:15]1[CH:20]=[CH:19][CH:18]=[CH:17][CH:16]=1>>[CH2:14]([C@H:21]1[CH2:25][N:24]([C:6](=[O:8])[CH2:5][CH2:4][C:3](=[O:2])[C:9]2[S:10][CH:11]=[CH:12][CH:13]=2)[C@H:23]([C:26]([NH:28][C:29]2[CH:34]=[CH:33][C:32]([O:35][C:36]3[CH:37]=[CH:38][C:39]([F:42])=[CH:40][CH:41]=3)=[CH:31][CH:30]=2)=[O:27])[CH2:22]1)[C:15]1[CH:16]=[CH:17][CH:18]=[CH:19][CH:20]=1 |f:0.1|. Procedure details: Proceeding as in Example 1, but substituting 4-oxo-4-(thien-2-yl)butanoic acid hydrochloride and (2S,4R)-4-benzyl-N-(4-(4-fluorophenoxy)phenyl)pyrrolidine-2-carboxamide, gave Compound 91, (2S,4R)-4-benzyl-N-(4-(4-fluorophenoxy)phenyl)-1-(4-oxo-4-(thien-2-yl)butanoyl)pyrrolidine-2-carboxamide (10.8 mg, 32.3%). Major isomer: 1H-NMR (400 MHz, DMSO-D6): a 9.84 (s, 1H), 7.95 (m, 2H), 7.53 (m, 2H), 7.29 (m, 2H), 7.24-7.14 (m, 8H), 6.91 (m, 2H), 4.43 (t, 1H), 3.69 (m, 1H), 3.24 (m, 1H), 3.05 (m, 2H), 2... The reactants are ClN1C(CCC1=O)=O (N-chlorosuccinimide), C(=O)(OCC)C1=CN=C2N1C(=CC=C2)C (3-carbethoxy-5-methylimidazo[1,2-a]pyridine), FC(C(=O)O)(F)F.C(C)(=O)OCC (tri-fluoroacetic acid ethyl acetate). Solvent: C(=O)(O)[O-].[Na+] (NaHCO3), C(C)(=O)OCC (ethyl acetate). Run at time 14 hour. Yields the product C(=O)(OCC)C1=CN=C2N1C(=CC=C2)CCl (3-carboethoxy-5-chloromethylimidazo[1,2-a]pyridine). Isolated yield 69.6%. Reaction SMILES: [C:1]([C:6]1[N:10]2[C:11]([CH3:15])=[CH:12][CH:13]=[CH:14][C:9]2=[N:8][CH:7]=1)([O:3][CH2:4][CH3:5])=[O:2].[Cl:16]N1C(=O)CCC1=O.FC(F)(F)C(O)=O.C(OCC)(=O)C>C(OCC)(=O)C.C([O-])(O)=O.[Na+]>[C:1]([C:6]1[N:10]2[C:11]([CH2:15][Cl:16])=[CH:12][CH:13]=[CH:14][C:9]2=[N:8][CH:7]=1)([O:3][CH2:4][CH3:5])=[O:2] |f:2.3,5.6|. Procedure details: To a solution prepared by dissolving 430 mg (2.06 mM) of 3-carbethoxy-5-methylimidazo[1,2-a]pyridine in 10 ml of ethyl acetate was added 330 mg (2.67 mM) of N-chlorosuccinimide. Then, 1.03 ml (1.03 mM) of 1N-tri-fluoroacetic acid-ethyl acetate was added dropwise at room temperature. The mixture was stirred under argon gas at room temperature for 14 hours. After the reaction, the reaction mixture was poured in 30 ml of saturated aqueous NaHCO3 solution with ice-cooling and the mixture was extract... Starting materials: ClC1=C(CN2C(=C(C3=CC=C(C=C23)C(=O)N)C(C(C)C)=O)C(CC)O)C=CC=C1 (1-(2-chlorobenzyl)-2-(1-hydroxypropyl)-3-isobutyrylindole-6-carboxamide). The solvent is CC(=O)C (acetone). The product is ClC1=C(CN2C(=C(C3=CC=C(C=C23)C(=O)N)C(C(C)C)=O)C(CC)=O)C=CC=C1 (1-(2-chlorobenzyl)-3-isobutyryl-2-propionylindole-6-carboxamide). Yield: 49.2%. As a reaction SMILES: [Cl:1][C:2]1[CH:29]=[CH:28][CH:27]=[CH:26][C:3]=1[CH2:4][N:5]1[C:13]2[C:8](=[CH:9][CH:10]=[C:11]([C:14]([NH2:16])=[O:15])[CH:12]=2)[C:7]([C:17](=[O:21])[CH:18]([CH3:20])[CH3:19])=[C:6]1[CH:22]([OH:25])[CH2:23][CH3:24]>CC(C)=O>[Cl:1][C:2]1[CH:29]=[CH:28][CH:27]=[CH:26][C:3]=1[CH2:4][N:5]1[C:13]2[C:8](=[CH:9][CH:10]=[C:11]([C:14]([NH2:16])=[O:15])[CH:12]=2)[C:7]([C:17](=[O:21])[CH:18]([CH3:20])[CH3:19])=[C:6]1[C:22](=[O:25])[CH2:23][CH3:24]. Procedure: To a solution of 1-(2-chlorobenzyl)-2-(1-hydroxypropyl)-3-isobutyrylindole-6-carboxamide (19 mg) in acetone (3 ml) was added Jone's reagent until the red color existed continuously. The reaction was quenched by 2-propanol, then the mixture was diluted with ethyl acetate and washed with aqueous sodium bicarbonate and brine. The organic phase was dried over sodium sulfate and evaporated in vacuo. The residue was triturated with diisopropyl ether to give 1-(2-chlorobenzyl)-3-isobutyryl-2-propionyli... The reactants are ClC1=CC=C2CCCC(C2=C1)=NO (7-chloro-3,4-dihydro-1(2H)-naphthalenone oxime), C1(=CC=CC=C1)N1CNC(C12CCNCC2)=O (1-phenyl-1,3,8-triazaspiro[4.5]decan-4-one). Product: Cl.ClC1=CC=C2CCCC(C2=C1)N1CCC2(C(NCN2C2=CC=CC=C2)=O)CC1 ((RS)-8-(7-Chloro-1,2,3,4-tetrahydro-naphthalen-1-yl)-1-phenyl-1,3,8-triaza-spiro[4.5]decan-4-one hydrochloride). Reaction SMILES: [Cl:1][C:2]1[CH:11]=[C:10]2[C:5]([CH2:6][CH2:7][CH2:8][C:9]2=[N:12]O)=[CH:4][CH:3]=1.[C:14]1([N:20]2[C:24]3([CH2:29][CH2:28]N[CH2:26][CH2:25]3)[C:23](=[O:30])[NH:22][CH2:21]2)[CH:19]=[CH:18][CH:17]=[CH:16][CH:15]=1>>[ClH:1].[Cl:1][C:2]1[CH:11]=[C:10]2[C:5]([CH2:6][CH2:7][CH2:8][CH:9]2[N:12]2[CH2:28][CH2:29][C:24]3([N:20]([C:14]4[CH:15]=[CH:16][CH:17]=[CH:18][CH:19]=4)[CH2:21][NH:22][C:23]3=[O:30])[CH2:25][CH2:26]2)=[CH:4][CH:3]=1 |f:2.3|. Reported procedure: The title compound, m.p.>250° C. and MS: m/e=396.2 (M+H+) was prepared in accordance with the general method of example 11 from 7-chloro-3,4-dihydro-1(2H)-naphthalenone oxime and 1-phenyl-1,3,8-triazaspiro[4.5]decan-4-one. Reactants: C(=O)(O)[O-].[Na+] (NaHCO3), NC1=NN=C(C(N1)=O)CN (3-amino-6-(aminomethyl)-1,2,4-triazin-5(4H)-one), O=C1N(C(CC1)=O)OC(=O)[C@@H]1CC[C@H](CC1)C(=O)OC (methyl trans-4-{[(2,5-dioxopyrrolidin-1-yl)oxy]carbonyl}cyclohexanecarboxylate), C1CCOC1.CC#N (THF MeCN). Solvent: O (H2O), O (H2O). Conditions: time 30 minute. Product: NC1=NN=C(C(N1)=O)CNC(=O)[C@@H]1CC[C@H](CC1)C(=O)OC (Methyl trans-4-{[(3-amino-5-oxo-4,5-dihydro-1,2,4-triazin-6-yl)methyl]carbamoyl}cyclohexanecarboxylate). Yield: 83.5%. As a reaction SMILES: [NH2:1][C:2]1[NH:7][C:6](=[O:8])[C:5]([CH2:9][NH2:10])=[N:4][N:3]=1.C([O-])(O)=O.[Na+].O=C1CCC(=O)N1[O:23][C:24]([C@H:26]1[CH2:31][CH2:30][C@H:29]([C:32]([O:34][CH3:35])=[O:33])[CH2:28][CH2:27]1)=O.C1COCC1.CC#N>O>[NH2:1][C:2]1[NH:7][C:6](=[O:8])[C:5]([CH2:9][NH:10][C:24]([C@H:26]2[CH2:27][CH2:28][C@H:29]([C:32]([O:34][CH3:35])=[O:33])[CH2:30][CH2:31]2)=[O:23])=[N:4][N:3]=1 |f:1.2,4.5|. Reported procedure: A solution of 3-amino-6-(aminomethyl)-1,2,4-triazin-5(4H)-one [J. Heterocyclic Chem., (1984), 21 (3), 697] (2.00 g, 0.0113 mol) in H2O (60.0 mL, 3.33 mol) was cooled to 0° C. and drop wise charged with 1.00 M of NaHCO3 in H2O (22.5 mL) and allowed to warm to rt. This mixture was charged with methyl trans-4-{[(2,5-dioxopyrrolidin-1-yl)oxy]carbonyl}cyclohexanecarboxylate (3.8 g, 0.012 mol) in 1:1 THF/MeCN (40 mL). After 30 min a precipitate began to form in the reaction. This was allowed to stir a... The reactants are CCOc1nc(C)c(Br)c(=O)n1Cc1ccc(-c2ccccc2C#N)cc1, O=C([O-])[O-], C1COCCO1, CCOC(C)=O, CC(C)Oc1ccc(B(O)O)cc1, [Cs+], [Cs+]. The product is CCOc1nc(C)c(-c2ccc(OC(C)C)cc2)c(=O)n1Cc1ccc(-c2ccccc2C#N)cc1. Reaction SMILES: [Br:1][c:2]1[c:3]([CH3:27])[n:4][c:5]([O:24][CH2:25][CH3:26])[n:6]([CH2:9][c:10]2[cH:11][cH:12][c:13](-[c:16]3[c:17]([C:22]#[N:23])[cH:18][cH:19][cH:20][cH:21]3)[cH:14][cH:15]2)[c:7]1=[O:8].[C:41](=[O:42])([O-:43])[O-:44].[CH2:47]1[O:48][CH2:49][CH2:50][O:51][CH2:52]1.[CH3:53][CH2:54][O:55][C:56](=[O:57])[CH3:58].[CH:28]([CH3:29])([CH3:30])[O:31][c:32]1[cH:33][cH:34][c:35]([B:38]([OH:39])[OH:40])[cH:36][cH:37]1.[Cs+:45].[Cs+:46]>>[c:2]1(-[c:35]2[cH:34][cH:33][c:32]([O:31][CH:28]([CH3:29])[CH3:30])[cH:37][cH:36]2)[c:3]([CH3:27])[n:4][c:5]([O:24][CH2:25][CH3:26])[n:6]([CH2:9][c:10]2[cH:11][cH:12][c:13](-[c:16]3[c:17]([C:22]#[N:23])[cH:18][cH:19][cH:20][cH:21]3)[cH:14][cH:15]2)[c:7]1=[O:8]. As a reaction SMILES: [CH3:24][CH2:25][O:26][C:27](=[O:28])[CH3:29].[N:14](=[O:15])[O-:16].[NH2:1][c:2]1[cH:3][cH:4][c:5]([CH3:13])[c:6]([C:7](=[O:8])[O:9][CH2:10][CH3:11])[cH:12]1.[Na+:17].[OH2:23].[S:18](=[O:19])(=[O:20])([OH:21])[OH:22]>>[c:2]1([OH:15])[cH:3][cH:4][c:5]([CH3:13])[c:6]([C:7](=[O:8])[O:9][CH2:10][CH3:11])[cH:12]1. Reactants: CCOC(C)=O, O=N[O-], CCOC(=O)c1cc(N)ccc1C, [Na+], O, O=S(=O)(O)O. Yields the product CCOC(=O)c1cc(O)ccc1C. The reactants are CCOC(=O)CCCOc1ccccc1C1Sc2ccccc2N1C(C)=O, CO. Yields the product CC(=O)N1c2ccccc2SC1c1ccccc1OCCCC(=O)O. RXN SMILES: [C:1]([CH3:2])(=[O:3])[N:4]1[CH:5]([c:13]2[c:14]([O:19][CH2:20][CH2:21][CH2:22][C:23](=[O:24])[O:25][CH2:26][CH3:27])[cH:15][cH:16][cH:17][cH:18]2)[S:6][c:7]2[c:8]1[cH:9][cH:10][cH:11][cH:12]2.[CH3:28][OH:29]>>[C:1]([CH3:2])(=[O:3])[N:4]1[CH:5]([c:13]2[c:14]([O:19][CH2:20][CH2:21][CH2:22][C:23](=[O:24])[OH:25])[cH:15][cH:16][cH:17][cH:18]2)[S:6][c:7]2[c:8]1[cH:9][cH:10][cH:11][cH:12]2.